This data is from the Open Reaction Database (ORD), a public repository of structured organic reaction records. The task is: describe an organic reaction: reactants, conditions, products, and yield RXN SMILES: [CH2:11]([CH2:12][CH2:13][CH3:14])[NH:15][CH2:16][c:17]1[cH:18][cH:19][c:20](-[c:23]2[c:24]([C:29]#[N:30])[cH:25][cH:26][cH:27][cH:28]2)[cH:21][cH:22]1.[CH3:2][O:3][C:4]([CH2:5][CH2:6][C:7](=[O:8])[OH:9])=[O:10].[CH3:32][CH2:33][O:34][C:35](=[O:36])[CH3:37].[Cl-:1].[OH2:31]>>[CH3:2][O:3][C:4]([CH2:5][CH2:6][C:7](=[O:8])[N:15]([CH2:11][CH2:12][CH2:13][CH3:14])[CH2:16][c:17]1[cH:18][cH:19][c:20](-[c:23]2[c:24]([C:29]#[N:30])[cH:25][cH:26][cH:27][cH:28]2)[cH:21][cH:22]1)=[O:10]. The reactants are CCCCNCc1ccc(-c2ccccc2C#N)cc1, COC(=O)CCC(=O)O, CCOC(C)=O, [Cl-], O. Product: CCCCN(Cc1ccc(-c2ccccc2C#N)cc1)C(=O)CCC(=O)OC. Starting materials: BrC1=C2C=CN=CC2=C(C=C1)[N+](=O)[O-] (5-bromo-8-nitroisoquinoline), COS(=O)(=O)OC (dimethylsulfate). Solvent: CN(C)C=O (DMF). Run at temperature 80 celsius. Yields the product C[NH3+].C1=NC=CC2=CC=CC=C12 (isoquinoiine methylammonium salt). Reaction SMILES: Br[C:2]1[CH:11]=[CH:10][C:9]([N+]([O-])=O)=[C:8]2[C:3]=1[CH:4]=[CH:5][N:6]=[CH:7]2.COS(OC)(=O)=O>CN(C=O)C>[CH3:5][NH3+:6].[CH:7]1[C:8]2[C:3](=[CH:2][CH:11]=[CH:10][CH:9]=2)[CH:4]=[CH:5][N:6]=1 |f:3.4|. Procedure: A mixture of 5-bromo-8-nitroisoquinoline (0.99 g, 3.91 mmol) and dimethylsulfate (0.41 mL) in anhydrous DMF (20 mL) was heated at 80° C. for 24 hours. After removing the DMF in vacuo, the isoquinoiine methylammonium salt was obtained (used without further purification). Starting materials: CN1C=NC(=C1)C1=CC=CC=C1 (1-methyl-4-phenylimidazole), C1CO1 (ethylene oxide), C1CO1 (ethylene oxide), Heterocycles, [Li]CCCC (nBuLi), O (H2O). Solvent: C1CCOC1 (THF), hexanes. Run at temperature 25 celsius, time 10 minute. Product: CN1C(=NC(=C1)C1=CC=CC=C1)CCO (2-(1-methyl-4-phenyl-1H-imidazol-2-yl)-ethanol). Isolated yield 20.7%. As a reaction SMILES: [CH3:1][N:2]1[CH:6]=[C:5]([C:7]2[CH:12]=[CH:11][CH:10]=[CH:9][CH:8]=2)[N:4]=[CH:3]1.[Li]CCCC.[CH2:18]1[O:20][CH2:19]1.O>C1COCC1>[CH3:1][N:2]1[CH:6]=[C:5]([C:7]2[CH:8]=[CH:9][CH:10]=[CH:11][CH:12]=2)[N:4]=[C:3]1[CH2:18][CH2:19][OH:20]. Procedure: A solution of 674 mg (4.26 mmol) of 1-methyl-4-phenylimidazole (Kashima, C.; Harada, Y.; Hosomi, A. Heterocycles 1993, 35, 433) in 8.5 mL of THF at −78° C. was treated with 1.9 mL (4.69 mmol) of a 2.5 M nBuLi in hexanes solution. After stirring for 10 min, 1.1 mL (21.3 mmol) of ethylene oxide was added. The reaction was stirred for min then warmed to 25° C. and stirred for 1 h. Upon cooling to 0° C., 1.1 mL (21.3 mmol) of ethylene oxide was added, and the reaction was warmed to 25° C. and stirre... Starting materials: CO, CC(=O)Cl, O=C(O)C1CNC1. Yields the product COC(=O)C1CNC1, Cl. As a reaction SMILES: [CH3:12][OH:13].[CH3:1][C:2]([Cl:3])=[O:4].[NH:5]1[CH2:6][CH:7]([C:9](=[O:10])[OH:11])[CH2:8]1>>[CH3:1][O:11][C:9]([CH:7]1[CH2:6][NH:5][CH2:8]1)=[O:10].[ClH:3]. Starting materials: O(C1=CC=CC=C1)C=1C(=NC=CC1)CO ((3-phenoxy-pyridin-2-yl)-methanol). Reagents/catalysts: O=[Mn]=O (MnO2). The solvent is C(Cl)Cl (CH2Cl2). Run at time 24 hour. Product: O(C1=CC=CC=C1)C=1C(=NC=CC1)C=O (3-phenoxy-pyridine-2-carbaldehyde). Yield: 66.1%. Reaction SMILES: [O:1]([C:8]1[C:9]([CH2:14][OH:15])=[N:10][CH:11]=[CH:12][CH:13]=1)[C:2]1[CH:7]=[CH:6][CH:5]=[CH:4][CH:3]=1>C(Cl)Cl.O=[Mn]=O>[O:1]([C:8]1[C:9]([CH:14]=[O:15])=[N:10][CH:11]=[CH:12][CH:13]=1)[C:2]1[CH:3]=[CH:4][CH:5]=[CH:6][CH:7]=1. Reported procedure: To a solution of (3-phenoxy-pyridin-2-yl)-methanol (0.130 g, 0.646 mmol) in CH2Cl2 (7 mL) was added MnO2 (10 microns, 90+%) (0.645 g, 7.42 mmol) and the resulting black mixture stirred for 24 h. The mixture was filtered through celite and washed with CH2Cl2. The solution was concentrated to give 3-phenoxy-pyridine-2-carbaldehyde as a yellow oil (0.085 g, 67%). 1H NMR (CDCl3) δ 6.97-7.43 (m, 7H), 8.50 (dd, 1H, J=2.8, 1.2 Hz), 10.42 (s, 1H). Reactants: NC1=C2C=CC=NC2=C(C=C1)C#N (5-amino-quinoline-8-carbonitrile), S(O)(O)(=O)=O (sulfuric acid), [OH-].[Na+] (sodium hydroxide). Reaction conditions: temperature 100 celsius, time 1 hour. The product is NC1=C2C=CC=NC2=C(C=C1)C(=O)N (5-aminoquinoline-8-carboxamide). Yield: 99.6%. RXN SMILES: [NH2:1][C:2]1[CH:11]=[CH:10][C:9]([C:12]#[N:13])=[C:8]2[C:3]=1[CH:4]=[CH:5][CH:6]=[N:7]2.S(=O)(=O)(O)[OH:15].[OH-].[Na+]>>[NH2:1][C:2]1[CH:11]=[CH:10][C:9]([C:12]([NH2:13])=[O:15])=[C:8]2[C:3]=1[CH:4]=[CH:5][CH:6]=[N:7]2 |f:2.3|. Reported procedure: A reaction mixture of 5-amino-quinoline-8-carbonitrile (1000.00 mg; 4.29 mmol; 1.00 eq.) in sulfuric acid (5.00 ml; 93.80 mmol; 21.86 eq.) was stirred at 100° C. for 1 h. The reaction mixture was then cooled, poured into ice and neutralized with 2N sodium hydroxide to PH=9. The precipitate was filtered, washed with water and dried to afford 5-aminoquinoline-8-carboxamide (800 mg, yield 74.3%). Starting materials: C1(=CC=CC=C1)P(C1=CC=CC=C1)C1=CC=CC=C1 (triphenylphosphine), FC1=CC=2C(=C3N(C2C(=C1)B1OC(C(O1)(C)C)(C)C)CCNC3=O)C (8-fluoro-10-methyl-6-(4,4,5,5-tetramethyl-[1,3,2]dioxaborolan-2-yl)-3,4-dihydro-2H-pyrazino[1,2-a]indol-1-one), BrC=1SC=CN1 (2-bromothiazole), C([O-])([O-])=O.[K+].[K+] (potassium carbonate). Reagents/catalysts: C(C)(=O)[O-].[Pd+2].C(C)(=O)[O-] (palladium(II)acetate). Solvent: COCCOC (1,2-dimethoxyethane). Conditions: time 3 hour. Yields the product FC1=CC=2C(=C3N(C2C(=C1)C=1SC=CN1)CCNC3=O)C (8-Fluoro-10-methyl-6-thiazol-2-yl-3,4-dihydro-2H-pyrazino[1,2-a]indol-1-one). Isolated yield 14.3%. Reaction SMILES: [F:1][C:2]1[CH:10]=[C:9](B2OC(C)(C)C(C)(C)O2)[C:8]2[N:7]3[CH2:20][CH2:21][NH:22][C:23](=[O:24])[C:6]3=[C:5]([CH3:25])[C:4]=2[CH:3]=1.Br[C:27]1[S:28][CH:29]=[CH:30][N:31]=1.C(=O)([O-])[O-].[K+].[K+].C1(P(C2C=CC=CC=2)C2C=CC=CC=2)C=CC=CC=1>COCCOC.C([O-])(=O)C.[Pd+2].C([O-])(=O)C>[F:1][C:2]1[CH:10]=[C:9]([C:27]2[S:28][CH:29]=[CH:30][N:31]=2)[C:8]2[N:7]3[CH2:20][CH2:21][NH:22][C:23](=[O:24])[C:6]3=[C:5]([CH3:25])[C:4]=2[CH:3]=1 |f:2.3.4,7.8.9|. Procedure details: To a mixture of 8-fluoro-10-methyl-6-(4,4,5,5-tetramethyl-[1,3,2]dioxaborolan-2-yl)-3,4-dihydro-2H-pyrazino[1,2-a]indol-1-one (Step A) (48 mg, 139 μmol) and 2-bromothiazole (34.3 mg, 18.6 μl, 209 μmol) in 1,2-dimethoxyethane (1 ml), 2M potassium carbonate solution (232 μl, 464 μmol) was added and the reaction mixture purged with argon in an ultrasonic bath during 5 min. Then triphenylphosphine (7.32 mg, 27.9 μmol) and palladium(II)acetate (3.13 mg, 13.9 μmol) were added and the reaction mixture ...